This data is from the Open Reaction Database (ORD), a public repository of structured organic reaction records. The task is: describe an organic reaction: reactants, conditions, products, and yield The reactants are [H-].[Na+] (sodium hydride), Cl (hydrochloric acid), [N+](=O)([O-])C1=CC=C(C=CC(C)=O)C=C1 (p-nitrobenzalacetone), C(C(=O)OCC)(=O)OCC (diethyl oxalate). The solvent is CCOCC (ether), C(C)O (Ethanol), O1CCCC1 (tetrahydrofuran). Reaction conditions: time 1 hour. The product is [N+](=O)([O-])C1=CC=C(C=C1)C=CC(CC(C(=O)OCC)=O)=O (ethyl 6-(4-nitrophenyl)-2,4-dioxo-hex-5-enoate). Yield: 44.3%. Reaction SMILES: [H-].[Na+].[N+:3]([C:6]1[CH:16]=[CH:15][C:9]([CH:10]=[CH:11][C:12](=[O:14])[CH3:13])=[CH:8][CH:7]=1)([O-:5])=[O:4].[C:17](OCC)(=[O:23])[C:18]([O:20][CH2:21][CH3:22])=[O:19].Cl>CCOCC.O1CCCC1.C(O)C>[N+:3]([C:6]1[CH:7]=[CH:8][C:9]([CH:10]=[CH:11][C:12](=[O:14])[CH2:13][C:17](=[O:23])[C:18]([O:20][CH2:21][CH3:22])=[O:19])=[CH:15][CH:16]=1)([O-:5])=[O:4] |f:0.1|. Procedure details: Ethanol (9.5 ml) is added to a suspension of 60% sodium hydride (26.3 g) in anhydrous ether (750 ml), and thereto is added dropwise a mixture of p-nitrobenzalacetone (130 g), diethyl oxalate (99.4 g) and anhydrous tetrahydrofuran (550 ml) at 5°-10° C. with agitation. The mixture is agitated at room temperature for one hour, and thereto is added 10% hydrochloric acid (350 ml). The precipitated yellow solid is collected by filtration, washed with ether and then recrystallized from acetone to give ... The reactants are [Al+3], COC(=O)CC1(C)Oc2c(C)c(C)c(C(C)(C)C)c(C)c2CC1O[SiH](C)C, CCOCC, [H-], [H-], [H-], [H-], [Li+], [Mg+2], [Na+], O=S(=O)([O-])[O-], [OH-], O. Product: Cc1c(C)c(C(C)(C)C)c(C)c2c1OC(C)(CCO)C(O[SiH](C)C)C2. RXN SMILES: [Al+3:29].[C:1]([CH3:2])([CH3:3])([CH3:4])[c:5]1[c:6]([CH3:27])[c:7]2[c:12]([c:13]([CH3:16])[c:14]1[CH3:15])[O:11][C:10]([CH2:17][C:18](=[O:19])[O:20][CH3:21])([CH3:22])[CH:9]([O:23][SiH:24]([CH3:25])[CH3:26])[CH2:8]2.[CH3:42][CH2:43][O:44][CH2:45][CH3:46].[H-:28].[H-:31].[H-:32].[H-:33].[Li+:30].[Mg+2:36].[Na+:35].[O-:37][S:38](=[O:39])(=[O:40])[O-:41].[OH-:34].[OH2:47]>>[C:1]([CH3:2])([CH3:3])([CH3:4])[c:5]1[c:6]([CH3:27])[c:7]2[c:12]([c:13]([CH3:16])[c:14]1[CH3:15])[O:11][C:10]([CH2:17][CH2:18][OH:19])([CH3:22])[CH:9]([O:23][SiH:24]([CH3:25])[CH3:26])[CH2:8]2. Reactants: C(C)(=O)O[C@H](C(=O)N1CCC(CC1)CCN1C2=NC=NC(=C2N=C1SC=1SC2=C(N1)C=CC=C2Cl)N)C ((1S)-2-[4-(2-{6-Amino-8-[(7-chloro-1,3-benzothiazol-2-yl)thio]-9H-purin-9-yl}ethyl)piperidin-1-yl]-1-methyl-2-oxoethyl acetate), C(=O)([O-])[O-].[K+].[K+] (K2CO3). Solvent: CO (methanol). Conditions: time 2 hour. Yields the product NC1=C2N=C(N(C2=NC=N1)CCC1CCN(CC1)C([C@H](C)O)=O)SC=1SC2=C(N1)C=CC=C2Cl ((2S)-1-[4-(2-{6-Amino-8-[(7-chloro-1,3-benzothiazol-2-yl)thio]-9H-purin-9-yl}ethyl)piperidin-1-yl]-1-oxopropan-2-ol). RXN SMILES: C([O:4][C@@H:5]([CH3:37])[C:6]([N:8]1[CH2:13][CH2:12][CH:11]([CH2:14][CH2:15][N:16]2[C:24]([S:25][C:26]3[S:27][C:28]4[C:34]([Cl:35])=[CH:33][CH:32]=[CH:31][C:29]=4[N:30]=3)=[N:23][C:22]3[C:17]2=[N:18][CH:19]=[N:20][C:21]=3[NH2:36])[CH2:10][CH2:9]1)=[O:7])(=O)C.C([O-])([O-])=O.[K+].[K+]>CO>[NH2:36][C:21]1[N:20]=[CH:19][N:18]=[C:17]2[C:22]=1[N:23]=[C:24]([S:25][C:26]1[S:27][C:28]3[C:34]([Cl:35])=[CH:33][CH:32]=[CH:31][C:29]=3[N:30]=1)[N:16]2[CH2:15][CH2:14][CH:11]1[CH2:10][CH2:9][N:8]([C:6](=[O:7])[C@@H:5]([OH:4])[CH3:37])[CH2:13][CH2:12]1 |f:1.2.3|. Procedure: The crude product from Step 2 was suspended in methanol and K2CO3 was added and stirring continued for 2 h. The title product was isolated after preparative HPLC purification as a trifluoroacetate salt. LC-MS [M+H]+ 518.1